Dataset: the Open Reaction Database (ORD), a public repository of structured organic reaction records. Task: describe an organic reaction: reactants, conditions, products, and yield The reactants are Cc1ccc(Cl)cc1N=C=S, Nc1cc[nH]n1. Yields the product Cc1ccc(Cl)cc1NC(=S)Nc1cc[nH]n1. As a reaction SMILES: [Cl:1][c:2]1[cH:3][cH:4][c:5]([CH3:11])[c:6]([N:8]=[C:9]=[S:10])[cH:7]1.[NH2:12][c:13]1[n:14][nH:15][cH:16][cH:17]1>>[Cl:1][c:2]1[cH:3][cH:4][c:5]([CH3:11])[c:6]([NH:8][C:9](=[S:10])[NH:12][c:13]2[n:14][nH:15][cH:16][cH:17]2)[cH:7]1. Starting materials: CCO, COc1ccccc1C=O, [K+], [OH-], O, O=C1CCCc2cc(OCCn3ccnc3)ccc21. The product is COc1ccccc1C=C1CCc2cc(OCCn3ccnc3)ccc2C1=O. RXN SMILES: [CH3:32][CH2:33][OH:34].[CH:20]([c:21]1[c:22]([O:27][CH3:28])[cH:23][cH:24][cH:25][cH:26]1)=[O:29].[K+:31].[OH-:30].[OH2:35].[n:1]1([CH2:6][CH2:7][O:8][c:9]2[cH:10][c:11]3[c:16]([cH:17][cH:18]2)[C:15](=[O:19])[CH2:14][CH2:13][CH2:12]3)[cH:2][n:3][cH:4][cH:5]1>>[n:1]1([CH2:6][CH2:7][O:8][c:9]2[cH:10][c:11]3[c:16]([cH:17][cH:18]2)[C:15](=[O:19])[C:14](=[CH:20][c:21]2[c:22]([O:27][CH3:28])[cH:23][cH:24][cH:25][cH:26]2)[CH2:13][CH2:12]3)[cH:2][n:3][cH:4][cH:5]1. Product: COc1ccc2c(c1)CCCN2C(=O)c1cc(S(C)(=O)=O)ccc1OC(C)C. Reactants: COc1ccc2c(c1)CCCN2, CC(C)Oc1ccc(S(C)(=O)=O)cc1C(=O)O. Reaction SMILES: [CH3:1][O:2][c:3]1[cH:4][c:5]2[c:10]([cH:11][cH:12]1)[NH:9][CH2:8][CH2:7][CH2:6]2.[CH:13]([CH3:14])([CH3:15])[O:16][c:17]1[c:18]([C:19](=[O:20])[OH:21])[cH:22][c:23]([S:26](=[O:27])(=[O:28])[CH3:29])[cH:24][cH:25]1>>[CH3:1][O:2][c:3]1[cH:4][c:5]2[c:10]([cH:11][cH:12]1)[N:9]([C:19]([c:18]1[c:17]([O:16][CH:13]([CH3:14])[CH3:15])[cH:25][cH:24][c:23]([S:26](=[O:27])(=[O:28])[CH3:29])[cH:22]1)=[O:20])[CH2:8][CH2:7][CH2:6]2. Starting materials: CC(=O)O, O=C(O)c1cccc(I)c1C(=O)O. Yields the product O=C1OC(=O)c2c(I)cccc21. Reaction SMILES: [CH3:14][C:15](=[O:16])[OH:17].[I:1][c:2]1[c:3]([C:11](=[O:12])[OH:13])[c:4]([C:5](=[O:6])[OH:7])[cH:8][cH:9][cH:10]1>>[I:1][c:2]1[c:3]2[c:4]([cH:8][cH:9][cH:10]1)[C:5](=[O:7])[O:13][C:11]2=[O:12]. The reactants are C(C)(=O)O[C@@H]1C[C@@H]2CC[C@H]3[C@@H]4CC=C(C(C)=O)[C@]4(CC([C@@H]3[C@]2(CC1)C)=O)C (3β-acetoxy-5α-pregn-16-ene-11,20-dione), [OH-].[K+] (potassium hydroxide). Solvent: O (water), O1CCOCC1 (dioxan), O (water). Run at time 1 hour. The product is O[C@@H]1C[C@@H]2CC[C@H]3[C@@H]4CC=C(C(C)=O)[C@]4(CC([C@@H]3[C@]2(CC1)C)=O)C (3β-Hydroxy-5α-pregn-16-ene-11,20-dione). Isolated yield 77.4%. As a reaction SMILES: C([O:4][C@H:5]1[CH2:24][CH2:23][C@@:22]2([CH3:25])[C@@H:7]([CH2:8][CH2:9][C@@H:10]3[C@@H:21]2[C:20](=[O:26])[CH2:19][C@@:18]2([CH3:27])[C@H:11]3[CH2:12][CH:13]=[C:14]2[C:15](=[O:17])[CH3:16])[CH2:6]1)(=O)C.[OH-].[K+]>O1CCOCC1.O>[OH:4][C@H:5]1[CH2:24][CH2:23][C@@:22]2([CH3:25])[C@@H:7]([CH2:8][CH2:9][C@@H:10]3[C@@H:21]2[C:20](=[O:26])[CH2:19][C@@:18]2([CH3:27])[C@H:11]3[CH2:12][CH:13]=[C:14]2[C:15](=[O:17])[CH3:16])[CH2:6]1 |f:1.2|. Procedure: A solution of 3β-acetoxy-5α-pregn-16-ene-11,20-dione (Chamberlin et al., J. Amer. Chem. Soc., 1951, 73, 2396) (25.7 g.) in dioxan (500 ml.) was treated with potassium hydroxide (10 g.) and water 250 ml. and the mixture allowed to stand at room temperature for 1 hour. After a further 1 hour at 40° the mixture was diluted with water and the product filtered off. The crude material was dissolved in chloroform and filtered through a column of grade III neutral alumina (ca. 100 g.). The material obta...